This data is from the Open Reaction Database (ORD), a public repository of structured organic reaction records. The task is: describe an organic reaction: reactants, conditions, products, and yield Reactants: C(C)[C@]1(C(O1)CO)C1=C(C(=NC=C1)OC)COCOC ((+)-(3R)-[3-Ethyl-3-(2-Methoxy-3-methoxymethoxymethyl-pyridin-4-yl)oxiranyl]methanol), [H-].[H-].[H-].[H-].[Li+].[Al+3] (LAH). Solvent: CCOCC (ether). The product is COC1=NC=CC(=C1COCOC)[C@](CCO)(CC)O ((+)-(3R)-3-(2-Methoxy-3-methoxymethoxymethylpyridin-4-yl)-pentane-1,3-diol). Isolated yield 75.7%. RXN SMILES: [CH2:1]([C@:3]1([C:8]2[CH:13]=[CH:12][N:11]=[C:10]([O:14][CH3:15])[C:9]=2[CH2:16][O:17][CH2:18][O:19][CH3:20])[O:5][CH:4]1[CH2:6][OH:7])[CH3:2].[H-].[H-].[H-].[H-].[Li+].[Al+3]>CCOCC>[CH3:15][O:14][C:10]1[C:9]([CH2:16][O:17][CH2:18][O:19][CH3:20])=[C:8]([C@@:3]([OH:5])([CH2:1][CH3:2])[CH2:4][CH2:6][OH:7])[CH:13]=[CH:12][N:11]=1 |f:1.2.3.4.5.6|. Procedure details: Following the procedure in Example 6, the reaction was carried out with 6b (0.71 g, 2.5 mmol) and LAH in dry ether (50 nmL) for 24 h to afford 7b as colorless oil (0.54 g, 76%). The crude product was sufficiently pure for the subsequent reaction. IR (CH2Cl2, NaCl,cm−1) 3391, 3056, 2984, 1593, 1446, 1382, 1265, 1037, 743, 546; 1H NMR (300 MHz, CDCl3) δ0.79 (t, J=7.3 Hz, 3H), 1.91 (q,J=7.3 Hz, 2H), 2.15 (m, 2H), 3.42 (s, 3H), 3.60 (m, 1H), 3.74 (m, 1H), 3.98 (s, 3H), 4.71 (s, 2H), 4.89 (d, J=10.7 ... Starting materials: ClC1=C(N=NC(=C1)Cl)C(=O)OC (methyl 4,6-dichloro-pyridazine-3-carboxylate), [Li+].[OH-] (LiOH), crude product, Cl (HCl). Run in C1CCOC1 (THF), O (water). The product is ClC1=C(N=NC(=C1)Cl)C(=O)O (4,6-dichloro-pyridazine-3-carboxylic acid). RXN SMILES: [Cl:1][C:2]1[CH:7]=[C:6]([Cl:8])[N:5]=[N:4][C:3]=1[C:9]([O:11]C)=[O:10].[Li+].[OH-].Cl>C1COCC1.O>[Cl:1][C:2]1[CH:7]=[C:6]([Cl:8])[N:5]=[N:4][C:3]=1[C:9]([OH:11])=[O:10] |f:1.2|. Procedure: To a solution of methyl 4,6-dichloro-pyridazine-3-carboxylate (6.01 g, 29.03 mmol, WO 2004/031174) in THF (29 ml) at 0° C. is added 29 ml of aqueous 1.0 M LiOH with stirring. The resulted mixture is stirred continuously at 0° C. for 40 min and monitored by TLC. The reaction mixture is diluted with water, and acidified to pH 1-2 with aqueous 1.0 M HCl. The crude product is suspended between the organic and aqueous layers. After filtration and washed with water and hexane, and dried under vacuum, ... Starting materials: ClC=1SC(=CC1CO[Si](C(C)C)(C(C)C)C(C)C)C1O[C@@H]([C@H]([C@@H]([C@H]1OCC1=CC=CC=C1)OCC1=CC=CC=C1)OCC1=CC=CC=C1)COCC1=CC=CC=C1 (((2-chloro-5-((3R,4S,5R,6R)-3,4,5-tris(benzyloxy)-6-(benzyloxymethyl)-tetrahydro-2H-pyran-2-yl)thiophen-3-yl)methoxy)triisopropylsilane), CCCC[N+](CCCC)(CCCC)CCCC.[F-] (TBAF). Run in C1CCOC1 (THF). Reaction conditions: time 2 hour. The product is ClC=1SC(=CC1CO)C1O[C@@H]([C@H]([C@@H]([C@H]1OCC1=CC=CC=C1)OCC1=CC=CC=C1)OCC1=CC=CC=C1)COCC1=CC=CC=C1 ((2-chloro-5-((3R,4S,5R,6R)-3,4,5-tris(benzyloxy)-6-(benzyloxymethyl)-tetrahydro-2H-pyran-2-yl)thiophen-3-yl)methanol). Yield: 78.0%. As a reaction SMILES: [Cl:1][C:2]1[S:3][C:4]([CH:19]2[C@H:24]([O:25][CH2:26][C:27]3[CH:32]=[CH:31][CH:30]=[CH:29][CH:28]=3)[C@@H:23]([O:33][CH2:34][C:35]3[CH:40]=[CH:39][CH:38]=[CH:37][CH:36]=3)[C@H:22]([O:41][CH2:42][C:43]3[CH:48]=[CH:47][CH:46]=[CH:45][CH:44]=3)[C@@H:21]([CH2:49][O:50][CH2:51][C:52]3[CH:57]=[CH:56][CH:55]=[CH:54][CH:53]=3)[O:20]2)=[CH:5][C:6]=1[CH2:7][O:8][Si](C(C)C)(C(C)C)C(C)C.CCCC[N+](CCCC)(CCCC)CCCC.[F-]>C1COCC1>[Cl:1][C:2]1[S:3][C:4]([CH:19]2[C@H:24]([O:25][CH2:26][C:27]3[CH:28]=[CH:29][CH:30]=[CH:31][CH:32]=3)[C@@H:23]([O:33][CH2:34][C:35]3[CH:40]=[CH:39][CH:38]=[CH:37][CH:36]=3)[C@H:22]([O:41][CH2:42][C:43]3[CH:44]=[CH:45][CH:46]=[CH:47][CH:48]=3)[C@@H:21]([CH2:49][O:50][CH2:51][C:52]3[CH:53]=[CH:54][CH:55]=[CH:56][CH:57]=3)[O:20]2)=[CH:5][C:6]=1[CH2:7][OH:8] |f:1.2|. Reported procedure: To a solution of compound 34 (8.22 g) in THF (50 mL) was added TBAF (1M in THF, 20 mL, 19.9 mmol) dropwise at 0° C. The mixture was stirred at room temperature for 2 hours. The mixture was extracted with EtOAc/H2O (100 mL/250 mL). The organic layer was dried over MgSO4, filtered, and concentrated in vacuo. The residue was purified by silica column chromatography (Biotage) to provide the title compound 35 (5.2 g, 89% (3-steps)).